Dataset: the Open Reaction Database (ORD), a public repository of structured organic reaction records. Task: describe an organic reaction: reactants, conditions, products, and yield Starting materials: CCOC(=O)c1ccc(-c2cccc(C)c2)cc1, [Na+], C1CCOC1, [OH-]. Product: Cc1cccc(-c2ccc(C(=O)O)cc2)c1. RXN SMILES: [CH2:1]([CH3:2])[O:3][C:4](=[O:5])[c:6]1[cH:7][cH:8][c:9](-[c:12]2[cH:13][c:14]([CH3:18])[cH:15][cH:16][cH:17]2)[cH:10][cH:11]1.[Na+:20].[O:21]1[CH2:22][CH2:23][CH2:24][CH2:25]1.[OH-:19]>>[O:3]=[C:4]([OH:5])[c:6]1[cH:7][cH:8][c:9](-[c:12]2[cH:13][c:14]([CH3:18])[cH:15][cH:16][cH:17]2)[cH:10][cH:11]1. The reactants are COC(=O)C=CC(=O)[O-], CCOC(C)=O, C(=NC1CCCCC1)=NC1CCCCC1, O, On1nnc2ccccc21, NC(CO)c1ccccc1. Product: COC(=O)C=CC(=O)NC(CO)c1ccccc1. As a reaction SMILES: [C:1]([CH:2]=[CH:3][C:4](=[O:5])[O-:6])(=[O:7])[O:8][CH3:9].[CH3:46][CH2:47][O:48][C:49](=[O:50])[CH3:51].[CH:21]1([N:22]=[C:23]=[N:24][CH:25]2[CH2:26][CH2:27][CH2:28][CH2:29][CH2:30]2)[CH2:31][CH2:32][CH2:33][CH2:34][CH2:35]1.[OH2:10].[OH:11][n:12]1[c:13]2[cH:14][cH:15][cH:16][cH:17][c:18]2[n:19][n:20]1.[c:36]1([CH:42]([NH2:43])[CH2:44][OH:45])[cH:37][cH:38][cH:39][cH:40][cH:41]1>>[C:1]([CH:2]=[CH:3][C:4](=[O:6])[NH:43][CH:42]([c:36]1[cH:37][cH:38][cH:39][cH:40][cH:41]1)[CH2:44][OH:45])(=[O:7])[O:8][CH3:9]. The reactants are BrC1C=CCCC1 (3-bromocyclohexene), OC1CCN(CC1)C(=O)OCC1=CC=CC=C1 (4-hydroxy-N-(benzyloxycarbonyl)piperidine), BrC1C=CCCC1 (3-bromocyclohexene). Reagents/catalysts: [Ag]=O (silver oxide), [Ag]=O (silver oxide). Solvent: C1CCOC1 (THF). Run at time 8 hour. Product: C1(C=CCCC1)OC1CCN(CC1)C(=O)OCC1=CC=CC=C1 (4-(2-cyclohexenyloxy)-N-(benzyloxycarbonyl)piperidine). Reaction SMILES: [OH:1][CH:2]1[CH2:7][CH2:6][N:5]([C:8]([O:10][CH2:11][C:12]2[CH:17]=[CH:16][CH:15]=[CH:14][CH:13]=2)=[O:9])[CH2:4][CH2:3]1.Br[CH:19]1[CH2:24][CH2:23][CH2:22][CH:21]=[CH:20]1>C1COCC1.[Ag]=O>[CH:24]1([O:1][CH:2]2[CH2:3][CH2:4][N:5]([C:8]([O:10][CH2:11][C:12]3[CH:17]=[CH:16][CH:15]=[CH:14][CH:13]=3)=[O:9])[CH2:6][CH2:7]2)[CH2:23][CH2:22][CH2:21][CH:20]=[CH:19]1. Reported procedure: To a solution of 4-hydroxy-N-(benzyloxycarbonyl)piperidine (5.0 g) in THF (50 ml) were added 3-bromocyclohexene (3.67 ml) and silver oxide (7.4 g). The mixture was stirred at ambient temperature overnight. To the solution were added 3-bromocyclohexene (4.0 ml) and silver oxide (5.0 g), and the mixture was stirred at 40° C. for 6 hours. The reaction mixture was filtered, and the filtrate was evaporated in vacuo. The resulting residue was chromatographed on silica gel (300 ml) eluting with a mixtu... Starting materials: C(C1=CC=CC=C1)OC1=C(C=CC(=C1)CCO)C1=NNC(N1C=1C=C2C=CN(C2=CC1)C)=O (3-(2-(Benzyloxy)-4-(2-hydroxyethyl)phenyl)-4-(1-methyl-1H-indol-5-yl)-1H-1,2,4-triazol-5(4H)-one). The reagents and catalysts are [Pd] (palladium). Run in CCOC(=O)C (EtOAc). Reaction conditions: time 18 hour. Product: OC1=C(C=CC(=C1)CCO)C1=NNC(N1C=1C=C2C=CN(C2=CC1)C)=O (3-(2-hydroxy-4-(2-hydroxyethyl)phenyl)-4-(1-methyl-1H-indol-5-yl)-1H-1,2,4-triazol-5(4H)-one). The yield is 83.9%. As a reaction SMILES: C([O:8][C:9]1[CH:14]=[C:13]([CH2:15][CH2:16][OH:17])[CH:12]=[CH:11][C:10]=1[C:18]1[N:22]([C:23]2[CH:24]=[C:25]3[C:29](=[CH:30][CH:31]=2)[N:28]([CH3:32])[CH:27]=[CH:26]3)[C:21](=[O:33])[NH:20][N:19]=1)C1C=CC=CC=1>CCOC(C)=O.[Pd]>[OH:8][C:9]1[CH:14]=[C:13]([CH2:15][CH2:16][OH:17])[CH:12]=[CH:11][C:10]=1[C:18]1[N:22]([C:23]2[CH:24]=[C:25]3[C:29](=[CH:30][CH:31]=2)[N:28]([CH3:32])[CH:27]=[CH:26]3)[C:21](=[O:33])[NH:20][N:19]=1. Procedure details: The protected triazolone (4) (150 mg, 0.34 mmol) was dissolved in EtOAc (2 ml) and MeoH (2 mL) then palladium (100 mg, 10% on activated carbon) was added. The reaction was stirred under an atmosphere of hydrogen (balloon) at room temperature for 18 h. Filtration through a silcagel plug followed by removal of solvent under reduced pressure produced the desired product as a white solid (100 mg, 83%). The reactants are COC1=CC=C2C(=N1)SC(=N2)N (5-methoxy-thiazolo[5,4-b]pyridin-2-ylamine), C1(CCCC1)CC(C(=O)O)C1=CC=C(C=C1)S(=O)(=O)N1CCN(CC1)C (3-cyclopentyl-2-[4-(4-methyl-piperazine-1-sulfonyl)-phenyl]-propionic acid), CCN=C=NCCCN(C)C.Cl (EDCI hydrochloride), C1=CC=C2C(=C1)N=NN2O.O (HOBt hydrate). The solvent is C(Cl)Cl (DCM), CN(C)C=O (DMF), O (water), C(Cl)Cl (DCM). Reaction conditions: temperature 0 celsius, time 5 hour. Product: C1(CCCC1)CC(C(=O)NC=1SC2=NC(=CC=C2N1)OC)C1=CC=C(C=C1)S(=O)(=O)N1CCN(CC1)C (3-cyclopentyl-N-(5-methoxy-thiazolo[5,4-b]pyridin-2-yl)-2-[4-(4-methyl-piperazine-1-sulfonyl)-phenyl]-propionamide). RXN SMILES: [CH:1]1([CH2:6][CH:7]([C:11]2[CH:16]=[CH:15][C:14]([S:17]([N:20]3[CH2:25][CH2:24][N:23]([CH3:26])[CH2:22][CH2:21]3)(=[O:19])=[O:18])=[CH:13][CH:12]=2)[C:8]([OH:10])=O)[CH2:5][CH2:4][CH2:3][CH2:2]1.C1C=C2N=NN(O)C2=CC=1.O.CCN=C=NCCCN(C)C.Cl.[CH3:50][O:51][C:52]1[N:57]=[C:56]2[S:58][C:59]([NH2:61])=[N:60][C:55]2=[CH:54][CH:53]=1>C(Cl)Cl.CN(C=O)C.O>[CH:1]1([CH2:6][CH:7]([C:11]2[CH:16]=[CH:15][C:14]([S:17]([N:20]3[CH2:25][CH2:24][N:23]([CH3:26])[CH2:22][CH2:21]3)(=[O:19])=[O:18])=[CH:13][CH:12]=2)[C:8]([NH:61][C:59]2[S:58][C:56]3[C:55]([N:60]=2)=[CH:54][CH:53]=[C:52]([O:51][CH3:50])[N:57]=3)=[O:10])[CH2:2][CH2:3][CH2:4][CH2:5]1 |f:1.2,3.4|. Reported procedure: A solution of the title E compound, 3-cyclopentyl-2-[4-(4-methyl-piperazine-1-sulfonyl)-phenyl]-propionic acid (5 g, 0.013 mol) in DCM (250 mL) is cooled to 0° C. and then charged HOBt hydrate (2.66 g, 0.019 mol), followed by EDCI hydrochloride (6 g, 0.031 mol). The reaction mixture is stirred at 0° C. for 5 h. After that the solution of the title F compound, 5-methoxy-thiazolo[5,4-b]pyridin-2-ylamine (2.36 g, 0.013 mol) and D1EA (8 mL, 0.046 mol) in a mixture of DCM (60 mL) and DMF (20 mL) is a... Starting materials: O=C(Nc1ccc(F)c(Cl)c1)c1cc(OCCCBr)no1, C1CCNC1, CO, C1CCOC1. Yields the product O=C(Nc1ccc(F)c(Cl)c1)c1cc(OCCCN2CCCC2)no1. As a reaction SMILES: [Br:1][CH2:2][CH2:3][CH2:4][O:5][c:6]1[n:7][o:8][c:9]([C:11](=[O:12])[NH:13][c:14]2[cH:15][c:16]([Cl:21])[c:17]([F:20])[cH:18][cH:19]2)[cH:10]1.[CH2:22]1[CH2:23][CH2:24][NH:25][CH2:26]1.[CH3:32][OH:33].[O:27]1[CH2:28][CH2:29][CH2:30][CH2:31]1>>[CH2:2]([CH2:3][CH2:4][O:5][c:6]1[n:7][o:8][c:9]([C:11](=[O:12])[NH:13][c:14]2[cH:15][c:16]([Cl:21])[c:17]([F:20])[cH:18][cH:19]2)[cH:10]1)[N:25]1[CH2:24][CH2:23][CH2:22][CH2:26]1. Reported procedure: The title compound was prepared from 2-chloro-4-(4-fluoro-phenyl)-6-trifluoromethyl-pyrimidine (example A.45) (1.50 g, 5.42 mmol) and commercially available 3-bromo-benzeneboronic acid (1.31 g, 6.52 mmol) according to the general procedure IVb. Obtained as a white solid (1.17 g, 54%). MS (EI) 395.9, 397.9 [(M)+]; mp 111° C. The yield is 54.0%. The reactants are ClC1=NC(=CC(=N1)C1=CC=C(C=C1)F)C(F)(F)F (2-chloro-4-(4-fluoro-phenyl)-6-trifluoromethyl-pyrimidine), BrC=1C=C(C=CC1)B(O)O (3-bromo-benzeneboronic acid). Yields the product BrC=1C=C(C=CC1)C1=NC(=CC(=N1)C1=CC=C(C=C1)F)C(F)(F)F (2-(3-Bromo-phenyl)-4-(4-fluoro-phenyl)-6-trifluoromethyl-pyrimidine), solid. As a reaction SMILES: Cl[C:2]1[N:7]=[C:6]([C:8]2[CH:13]=[CH:12][C:11]([F:14])=[CH:10][CH:9]=2)[CH:5]=[C:4]([C:15]([F:18])([F:17])[F:16])[N:3]=1.[Br:19][C:20]1[CH:21]=[C:22](B(O)O)[CH:23]=[CH:24][CH:25]=1>>[Br:19][C:20]1[CH:25]=[C:24]([C:2]2[N:7]=[C:6]([C:8]3[CH:13]=[CH:12][C:11]([F:14])=[CH:10][CH:9]=3)[CH:5]=[C:4]([C:15]([F:18])([F:17])[F:16])[N:3]=2)[CH:23]=[CH:22][CH:21]=1. Reactants: C[Mg]Br (Methylmagnesiumbromide), FC1=C(C(=O)OC)C(=CC=C1)OC1=NC=CC=C1NC(=O)NC1=CC=C(C=C1)OC(F)(F)F (Methyl 2-fluoro-6-(3-(3-(4-(trifluoromethoxy)phenyl)ureido)pyridin-2-yloxy)benzoate), O.O.O.O.O.O.O.O.O.O.S(=O)(=O)([O-])[O-].[Na+].[Na+] (Sodium sulfate decahydrate). The solvent is C1CCOC1 (THF). Reaction conditions: temperature -78 celsius, time 18 hour. Yields the product C(C)(=O)C1=C(OC2=NC=CC=C2NC(=O)NC2=CC=C(C=C2)OC(F)(F)F)C=CC=C1F (1-(2-(2-acetyl-3-fluorophenoxy)pyridin-3-yl)-3-(4-(trifluoromethoxy)phenyl)urea). Yield: 8.2%. RXN SMILES: [F:1][C:2]1[CH:11]=[CH:10][CH:9]=[C:8]([O:12][C:13]2[C:18]([NH:19][C:20]([NH:22][C:23]3[CH:28]=[CH:27][C:26]([O:29][C:30]([F:33])([F:32])[F:31])=[CH:25][CH:24]=3)=[O:21])=[CH:17][CH:16]=[CH:15][N:14]=2)[C:3]=1[C:4]([O:6]C)=O.[CH3:34][Mg]Br.O.O.O.O.O.O.O.O.O.O.S([O-])([O-])(=O)=O.[Na+].[Na+]>C1COCC1>[C:4]([C:3]1[C:2]([F:1])=[CH:11][CH:10]=[CH:9][C:8]=1[O:12][C:13]1[C:18]([NH:19][C:20]([NH:22][C:23]2[CH:28]=[CH:27][C:26]([O:29][C:30]([F:33])([F:32])[F:31])=[CH:25][CH:24]=2)=[O:21])=[CH:17][CH:16]=[CH:15][N:14]=1)(=[O:6])[CH3:34] |f:2.3.4.5.6.7.8.9.10.11.12.13.14|. Procedure: Methyl 2-fluoro-6-(3-(3-(4-(trifluoromethoxy)phenyl)ureido)pyridin-2-yloxy)benzoate (250 mg, 0.54 mmol) was diluted in THF (10 mL) and cooled to −78° C. Methylmagnesiumbromide (3.0 M in Et2O, 1.07 mL, 3.22 mmol) was added and mixture was warmed to rt and stirred for 18 h. Sodium sulfate decahydrate was added and stirring was continued for 30 min. The solution was filtered over a pad of Celite® and washed using ethyl acetate. The organic phase was evaporated and crude material was purified using ... The reactants are C(CCC)N(CCCN(CCCCCCCCN(CCCN(C(=O)OC(C)(C)C)CCCC)C(=O)OC(C)(C)C)C(=O)OC(C)(C)C)C(=O)OC(C)(C)C (1,18-Bis-(butyl)-1,5,14,18-tetra(t-butoxycarbonyl)-1,5,14,18-tetraazaoctadecane), Cl (HCl). Solvent: CCO (EtOH), CCOCC (Et2O). Conditions: time 8 hour. Product: C(CCC)NCCCNCCCCCCCCNCCCNCCCC (1,18-Bis(butyl)-1,5,14,18-tetraazaoctadecane). Isolated yield 98.4%. RXN SMILES: [CH2:1]([N:5](C(OC(C)(C)C)=O)[CH2:6][CH2:7][CH2:8][N:9](C(OC(C)(C)C)=O)[CH2:10][CH2:11][CH2:12][CH2:13][CH2:14][CH2:15][CH2:16][CH2:17][N:18](C(OC(C)(C)C)=O)[CH2:19][CH2:20][CH2:21][N:22]([CH2:30][CH2:31][CH2:32][CH3:33])C(OC(C)(C)C)=O)[CH2:2][CH2:3][CH3:4].Cl>CCO.CCOCC>[CH2:30]([NH:22][CH2:21][CH2:20][CH2:19][NH:18][CH2:17][CH2:16][CH2:15][CH2:14][CH2:13][CH2:12][CH2:11][CH2:10][NH:9][CH2:8][CH2:7][CH2:6][NH:5][CH2:1][CH2:2][CH2:3][CH3:4])[CH2:31][CH2:32][CH3:33]. Procedure details: Dissolve 1.32 gm (0.0017 mol) of the product of Step A of this example in 1.7 ml of EtOH, treat with 17 ml of 2N HCl in Et2O and stir the mixture overnight. Filter and wash the precipitate with Et2 O, recrystallize the washed material from isopropanol/water. Filter and dry the crystals (P2O5 at 79° C. at 0.1 mm) to yield 0.62 gm of the title compound, mp >300° C. Rf is 0.47 (silica gel plates eluted with 20% conc. NH3 /CH3OH). Starting materials: CO, Cc1nsc(N)c1Br, [K+], O, N#C[S-]. The product is Cc1nsc(N)c1SC#N. RXN SMILES: [CH3:14][OH:15].[CH3:1][c:2]1[n:3][s:4][c:5]([NH2:8])[c:6]1[Br:7].[K+:12].[OH2:13].[S-:9][C:10]#[N:11]>>[CH3:1][c:2]1[n:3][s:4][c:5]([NH2:8])[c:6]1[S:9][C:10]#[N:11].